Dataset: the Open Reaction Database (ORD), a public repository of structured organic reaction records. Task: describe an organic reaction: reactants, conditions, products, and yield Reactants: C(CC#C)OC1OCCCC1 (2-but-3-ynyloxy-tetrahydro-pyran), ClC(=O)OCC (ethyl chloroformate), ( 5697-5708 ). The product is C(C)OC(C#CCCOC1OCCCC1)=O (5-(Tetrahydro-pyran-2-yloxy)-pent-2-ynoic acid ethyl ester). As a reaction SMILES: [CH2:1]([O:5][CH:6]1[CH2:11][CH2:10][CH2:9][CH2:8][O:7]1)[CH2:2][C:3]#[CH:4].Cl[C:13]([O:15][CH2:16][CH3:17])=[O:14]>>[CH2:16]([O:15][C:13](=[O:14])[C:4]#[C:3][CH2:2][CH2:1][O:5][CH:6]1[CH2:11][CH2:10][CH2:9][CH2:8][O:7]1)[CH3:17]. Procedure: The title compound was prepared from 2-but-3-ynyloxy-tetrahydro-pyran and ethyl chloroformate in accordance with the procedures of G. Cai et al., Tetrahedron, 2006, (5697-5708).